This data is from the Open Reaction Database (ORD), a public repository of structured organic reaction records. The task is: describe an organic reaction: reactants, conditions, products, and yield The reactants are C[O-], COS(=O)(=O)OC, CS(C)=O, [Na+], O=Cc1ccc(O)c2ncccc12. Product: COc1ccc(C=O)c2cccnc12. As a reaction SMILES: [CH3:14][O-:15].[CH3:17][O:18][S:19]([O:20][CH3:21])(=[O:22])=[O:23].[CH3:24][S:25](=[O:26])[CH3:27].[Na+:16].[OH:1][c:2]1[cH:3][cH:4][c:5]([CH:12]=[O:13])[c:6]2[cH:7][cH:8][cH:9][n:10][c:11]12>>[O:1]([c:2]1[cH:3][cH:4][c:5]([CH:12]=[O:13])[c:6]2[cH:7][cH:8][cH:9][n:10][c:11]12)[CH3:17]. Reactants: NC1=C(C(=O)NCC(=O)N[C@H]2CN(CC2)CC2=C(C=C3C(=C2)OCO3)[N+](=O)[O-])C=C(C=C1)C(F)(F)F ((R)-3-[[N-(2-amino-5-trifluoromethylbenzoyl)glycyl]amino]-1-(4,5-methylenedioxy-2-nitrobenzyl)pyrrolidine). Reagents/catalysts: [Pd].[C] (Pd carbon). The solvent is CO (methanol). Reaction conditions: time 10 hour. Yields the product NC1=C(CN2C[C@@H](CC2)NC(CNC(C2=C(C=CC(=C2)C(F)(F)F)N)=O)=O)C=C2C(=C1)OCO2 ((R)-1-(2-amino-4,5-methylenedioxybenzyl)-3-[[N-(2-amino-5-trifluoromethylbenzoyl)glycyl]amino]pyrrolidine). As a reaction SMILES: [NH2:1][C:2]1[CH:32]=[CH:31][C:30]([C:33]([F:36])([F:35])[F:34])=[CH:29][C:3]=1[C:4]([NH:6][CH2:7][C:8]([NH:10][C@@H:11]1[CH2:15][CH2:14][N:13]([CH2:16][C:17]2[CH:22]=[C:21]3[O:23][CH2:24][O:25][C:20]3=[CH:19][C:18]=2[N+:26]([O-])=O)[CH2:12]1)=[O:9])=[O:5]>[Pd].[C].CO>[NH2:26][C:18]1[CH:19]=[C:20]2[O:25][CH2:24][O:23][C:21]2=[CH:22][C:17]=1[CH2:16][N:13]1[CH2:14][CH2:15][C@@H:11]([NH:10][C:8](=[O:9])[CH2:7][NH:6][C:4](=[O:5])[C:3]2[CH:29]=[C:30]([C:33]([F:35])([F:34])[F:36])[CH:31]=[CH:32][C:2]=2[NH2:1])[CH2:12]1 |f:1.2|. Reported procedure: A mixture of (R)-3-[[N-(2-amino-5-trifluoromethylbenzoyl)glycyl]amino]-1-(4,5-methylenedioxy-2-nitrobenzyl)pyrrolidine (30.5 mg) with 10% Pd carbon (6 mg) and methanol (3 mL) was stirred at room temperature under a hydrogen atmosphere for 10 hours. The palladium catalyst was filtered through Celite, and the filtrate was concentrated and purified by solid-phase extraction (Bond Elut™ SI, 20% methanol/ethyl acetate) to thereby afford (R)-1-(2-amino-4,5-methylenedioxybenzyl)-3-[[N2-amino-5-trifluor... The reactants are [Si](C1=CC=CC=C1)(C1=CC=CC=C1)(C(C)(C)C)OCC1=NC=C(C(=C1N1C[C@H](O[C@H](C1)C)C)Cl)F ((2R,6S)-4-(2-((tert-butyldiphenylsilyloxy)methyl)-4-chloro-5-fluoropyridin-3-yl)-2,6-dimethylmorpholine), [Si](C1=CC=CC=C1)(C1=CC=CC=C1)(C(C)(C)C)OCC1=NC=C(C(=C1N1C[C@H](O[C@H](C1)C)C)Cl)F ((2R,6S)-4-(2-((tert-butyldiphenylsilyloxy)methyl)-4-chloro-5-fluoropyridin-3-yl)-2,6-dimethylmorpholine), CON(C(=O)C=1SC=C(N1)C)C (N-methoxy-N,4-dimethylthiazole-2-carboxamide). Product: [Si](C1=CC=CC=C1)(C1=CC=CC=C1)(C(C)(C)C)OCC1=C(C(=C(C(=N1)C(=O)C=1SC=C(N1)C)F)Cl)N1C[C@H](O[C@H](C1)C)C ((6-((tert-butyldiphenylsilyloxy)methyl)-4-chloro-5-((2R,6S)-2,6-dimethylmorpholino)-3-fluoropyridin-2-yl)(4-methylthiazol-2-yl)methanone). As a reaction SMILES: [Si:1]([O:18][CH2:19][C:20]1[C:25]([N:26]2[CH2:31][C@H:30]([CH3:32])[O:29][C@H:28]([CH3:33])[CH2:27]2)=[C:24]([Cl:34])[C:23]([F:35])=[CH:22][N:21]=1)([C:14]([CH3:17])([CH3:16])[CH3:15])([C:8]1[CH:13]=[CH:12][CH:11]=[CH:10][CH:9]=1)[C:2]1[CH:7]=[CH:6][CH:5]=[CH:4][CH:3]=1.CON(C)[C:39]([C:41]1[S:42][CH:43]=[C:44]([CH3:46])[N:45]=1)=[O:40]>>[Si:1]([O:18][CH2:19][C:20]1[N:21]=[C:22]([C:39]([C:41]2[S:42][CH:43]=[C:44]([CH3:46])[N:45]=2)=[O:40])[C:23]([F:35])=[C:24]([Cl:34])[C:25]=1[N:26]1[CH2:31][C@H:30]([CH3:32])[O:29][C@H:28]([CH3:33])[CH2:27]1)([C:14]([CH3:17])([CH3:15])[CH3:16])([C:8]1[CH:13]=[CH:12][CH:11]=[CH:10][CH:9]=1)[C:2]1[CH:3]=[CH:4][CH:5]=[CH:6][CH:7]=1. Procedure details: Starting material: (2-((tert-butyldiphenylsilyloxy)methyl)-4-chloro-5-fluoropyridin-3-yl)-2,6-dimethylmorpholine (Intermediate 45) and N-methoxy-N,4-dimethylthiazole-2-carboxamide. Starting materials: [N+](=O)([O-])C=1C=CC(=NC1)OC=1C=C2C=NN(C2=CC1)C1=CC=C(C#N)C=C1 (4-[5-(5-Nitro-pyridin-2-yloxy)-indazol-1-yl]-benzonitrile), C(C)(=O)OCC (ethyl acetate). The reagents and catalysts are [Pt](=O)=O (platinum (IV) oxide). Procedure: To a solution of 4-[5-(5-Nitro-pyridin-2-yloxy)-indazol-1-yl]-benzonitrile (0.79 mmol) in 10 mL of methanol was added 10 mL of ethyl acetate and 30 mg of platinum (IV) oxide. After shaking under 50 psi of H2 for 3 h, the mixture was filtered through a pad of Celite and concentrated in vacuo, affording 0.25 g of 4-[5-(5-Amino-pyridin-2-yloxy)-indazol-1-yl]-benzonitrile. Product: NC=1C=CC(=NC1)OC=1C=C2C=NN(C2=CC1)C1=CC=C(C#N)C=C1 (4-[5-(5-Amino-pyridin-2-yloxy)-indazol-1-yl]-benzonitrile). Run in CO (methanol). Reaction SMILES: [N+:1]([C:4]1[CH:5]=[CH:6][C:7]([O:10][C:11]2[CH:12]=[C:13]3[C:17](=[CH:18][CH:19]=2)[N:16]([C:20]2[CH:27]=[CH:26][C:23]([C:24]#[N:25])=[CH:22][CH:21]=2)[N:15]=[CH:14]3)=[N:8][CH:9]=1)([O-])=O.C(OCC)(=O)C>CO.[Pt](=O)=O>[NH2:1][C:4]1[CH:5]=[CH:6][C:7]([O:10][C:11]2[CH:12]=[C:13]3[C:17](=[CH:18][CH:19]=2)[N:16]([C:20]2[CH:27]=[CH:26][C:23]([C:24]#[N:25])=[CH:22][CH:21]=2)[N:15]=[CH:14]3)=[N:8][CH:9]=1. Reaction conditions: time 3 hour. The yield is 96.7%. Starting materials: N1C(=NCC1)C(C1=CC(=CC=C1)OCCC)(C1=CC(=C(C=C1)OC)C)N ([4,5-dihydro-1H-imidazol-2-yl(4-methoxy-3-methylphenyl)(3-propoxyphenyl)methyl]amine), N#CBr (cyanogen bromide). Run in C(Cl)(Cl)Cl (chloroform). Run at temperature 60 celsius. Yields the product COC1=C(C=C(C=C1)C1(N=C(N2C1=NCC2)N)C2=CC(=CC=C2)OCCC)C (7-(4-Methoxy-3-methylphenyl)-7-(3-propoxyphenyl)-2,7-dihydro-3H-imidazo[1.5-a]imidazol-5-amine). As a reaction SMILES: [NH:1]1[CH2:5][CH2:4][N:3]=[C:2]1[C:6]([NH2:26])([C:17]1[CH:22]=[CH:21][C:20]([O:23][CH3:24])=[C:19]([CH3:25])[CH:18]=1)[C:7]1[CH:12]=[CH:11][CH:10]=[C:9]([O:13][CH2:14][CH2:15][CH3:16])[CH:8]=1.[N:27]#[C:28]Br>C(Cl)(Cl)Cl>[CH3:24][O:23][C:20]1[CH:21]=[CH:22][C:17]([C:6]2([C:7]3[CH:12]=[CH:11][CH:10]=[C:9]([O:13][CH2:14][CH2:15][CH3:16])[CH:8]=3)[C:2]3=[N:1][CH2:5][CH2:4][N:3]3[C:28]([NH2:27])=[N:26]2)=[CH:18][C:19]=1[CH3:25]. Procedure: A solution of [4,5-dihydro-1H-imidazol-2-yl(4-methoxy-3-methylphenyl)(3-propoxyphenyl)methyl]amine (0.6 g) in chloroform is treated with cyanogen bromide (0.581 g), heated at 60° C. for 5 days and filtered through a pad of silica. The silica pad was eluted with ethyl acetate, followed by elution with (40:5:5) ethyl acetate: methanol: ammonium hydroxide. The eluents were combined and concentrated in vacuo to give a thick yellow oil, which was purified by Gilson preparative reverse phase HPLC syst... Procedure: A mixture of 2.0 g of 4-chloro-2-(4-fluorophenyl)-6-methylquinoline, 1.88 g (10 mmol) of isonipecotamide, and 4 g of phenol was stirred and heated in an oil bath at 165°-170° for 2 hr. It was then cooled and diluted with water. Crystallization was induced by the addition of ethanol and scratching. The solid was collected and washed with ether to give 1.9 g of crude product, mp 264°-271° dec. Recrystallization from pyridine gave the titled product as off-white prisms, mp 275°-277° dec. Starting materials: ClC1=CC(=NC2=CC=C(C=C12)C)C1=CC=C(C=C1)F (4-chloro-2-(4-fluorophenyl)-6-methylquinoline), N1CCC(C(=O)N)CC1 (isonipecotamide), C1(=CC=CC=C1)O (phenol). Reaction SMILES: Cl[C:2]1[C:11]2[C:6](=[CH:7][CH:8]=[C:9]([CH3:12])[CH:10]=2)[N:5]=[C:4]([C:13]2[CH:18]=[CH:17][C:16]([F:19])=[CH:15][CH:14]=2)[CH:3]=1.[NH:20]1[CH2:28][CH2:27][CH:23]([C:24]([NH2:26])=[O:25])[CH2:22][CH2:21]1.C1(O)C=CC=CC=1>O>[F:19][C:16]1[CH:17]=[CH:18][C:13]([C:4]2[CH:3]=[C:2]([N:20]3[CH2:28][CH2:27][CH:23]([C:24]([NH2:26])=[O:25])[CH2:22][CH2:21]3)[C:11]3[C:6](=[CH:7][CH:8]=[C:9]([CH3:12])[CH:10]=3)[N:5]=2)=[CH:14][CH:15]=1. The solvent is O (water). Yields the product FC1=CC=C(C=C1)C1=NC2=CC=C(C=C2C(=C1)N1CCC(CC1)C(=O)N)C (1-[2-(4-Fluorophenyl)-6-methyl-4-quinolinyl]-4-piperidinecarboxamide). The reactants are BrC1=CC=CC(=N1)C1=NN(C2=NC(=NC=C21)NCCN2CCOCC2)COCC[Si](C)(C)C ([3-(6-bromo-pyridin-2-yl)-1-(2-trimethylsilanyl-ethoxymethyl)-1H-pyrazolo[3,4-d]pyrimidin-6-yl]-(2-morpholin-4-yl-ethyl)-amine), ClC1=C(CN)C=CC=C1 (2-chlorobenzylamine), CN(C)C1=CC=CC=C1C2=CC=CC=C2P(C3CCCCC3)C4CCCCC4 (DavePhos), C(C)(C)(C)O[Na] (t-BuONa). The reagents and catalysts are C=1C=CC(=CC1)/C=C/C(=O)/C=C/C2=CC=CC=C2.C=1C=CC(=CC1)/C=C/C(=O)/C=C/C2=CC=CC=C2.C=1C=CC(=CC1)/C=C/C(=O)/C=C/C2=CC=CC=C2.[Pd].[Pd] (Pd2(dba)3). Solvent: O1CCOCC1 (dioxane). Conditions: temperature 102 celsius, time 15 hour. The product is ClC1=C(CNC2=CC=CC(=N2)C2=NN(C3=NC(=NC=C32)NCCN3CCOCC3)COCC[Si](C)(C)C)C=CC=C1 ([3-[6-(2-chloro-benzylamino)-pyridin-2-yl]-1-(2-trimethylsilanyl-ethoxymethyl)-1H-pyrazolo[3,4-d]pyrimidin-6-yl]-(2-morpholin-4-yl-ethyl)-amine). As a reaction SMILES: Br[C:2]1[N:7]=[C:6]([C:8]2[C:16]3[C:11](=[N:12][C:13]([NH:17][CH2:18][CH2:19][N:20]4[CH2:25][CH2:24][O:23][CH2:22][CH2:21]4)=[N:14][CH:15]=3)[N:10]([CH2:26][O:27][CH2:28][CH2:29][Si:30]([CH3:33])([CH3:32])[CH3:31])[N:9]=2)[CH:5]=[CH:4][CH:3]=1.[Cl:34][C:35]1[CH:42]=[CH:41][CH:40]=[CH:39][C:36]=1[CH2:37][NH2:38].CN(C1C(C2C(P(C3CCCCC3)C3CCCCC3)=CC=CC=2)=CC=CC=1)C.C(O[Na])(C)(C)C>C1C=CC(/C=C/C(/C=C/C2C=CC=CC=2)=O)=CC=1.C1C=CC(/C=C/C(/C=C/C2C=CC=CC=2)=O)=CC=1.C1C=CC(/C=C/C(/C=C/C2C=CC=CC=2)=O)=CC=1.[Pd].[Pd].O1CCOCC1>[Cl:34][C:35]1[CH:42]=[CH:41][CH:40]=[CH:39][C:36]=1[CH2:37][NH:38][C:2]1[N:7]=[C:6]([C:8]2[C:16]3[C:11](=[N:12][C:13]([NH:17][CH2:18][CH2:19][N:20]4[CH2:25][CH2:24][O:23][CH2:22][CH2:21]4)=[N:14][CH:15]=3)[N:10]([CH2:26][O:27][CH2:28][CH2:29][Si:30]([CH3:33])([CH3:32])[CH3:31])[N:9]=2)[CH:5]=[CH:4][CH:3]=1 |f:4.5.6.7.8|. Procedure: A sealed tube was charged with [3-(6-bromo-pyridin-2-yl)-1-(2-trimethylsilanyl-ethoxymethyl)-1H-pyrazolo[3,4-d]pyrimidin-6-yl]-(2-morpholin-4-yl-ethyl)-amine (from Example 32 supra) (350 mg, 0.655 mmol), 2-chlorobenzylamine (130 mg, 0.918 mmol), Pd2(dba)3 (38 mg, 0.066 mmol), DavePhos (52 mg, 0.132 mmol), t-BuONa (88 mg, 0.917 mmol) and dioxane (16 mL). The mixture was stirred at 102° C. under an atmosphere of N2 for 15 hours. After cooling to room temperature, the mixture was filtered and conce... Reactants: BrC1=C(C=C(C=2NC3=CC(=CC=C3C12)C(C)(C)O)C(=O)N)F (4-bromo-3-fluoro-7-(2-hydroxypropan-2-yl)-9H -carbazole-1-carboxamide), BrC1=C(C=C(C=2NC3=CC(=CC=C3C12)C(C)(C)O)C(=O)N)F (4-bromo-3-fluoro-7-(2-hydroxypropan-2-yl)-9H -carbazole-1-carboxamide), FC=1C=CC=C2C(N(C(N(C12)C)=O)C1=C(C(=CC=C1)B1OC(C(O1)(C)C)(C)C)C)=O (racemic 8-fluoro-1-methyl-3-(2-methyl-3-(4,4,5,5-tetramethyl-1,3,2-dioxaborolan-2-yl)phenyl)quinazoline-2,4(1H,3H)-dione), FC=1C=CC=C2C(N(C(N(C12)C)=O)C1=C(C(=CC=C1)B1OC(C(O1)(C)C)(C)C)C)=O (racemic 8-fluoro-1-methyl-3-(2-methyl-3-(4,4,5,5-tetramethyl-1,3,2-dioxaborolan-2-yl)phenyl)quinazoline-2,4(1H,3H)-dione), C(=O)([O-])[O-].[Cs+].[Cs+] (Cs2CO3). The reagents and catalysts are C1=CC=C(C=C1)P([C-]2C=CC=C2)C3=CC=CC=C3.C1=CC=C(C=C1)P([C-]2C=CC=C2)C3=CC=CC=C3.Cl[Pd]Cl.[Fe+2].C(Cl)Cl (PdCl2(dppf) DCM). The solvent is CCOC(=O)C (EtOAc), O1CCOCC1 (dioxane), O (water). Run at temperature 100 celsius. Yields the product FC=1C=C(C=2NC3=CC(=CC=C3C2C1C1=C(C(=CC=C1)N1C(N(C2=C(C=CC=C2C1=O)F)C)=O)C)C(C)(C)O)C(=O)N (3-fluoro-4-(3-(8-fluoro-1-methyl-2,4-dioxo-1,2-dihydroquinazolin-3(4H) -yl)-2-methylphenyl)-7-(2-hydroxypropan-2-yl)-9H-carbazole-1-carboxamide). The yield is 14.5%. As a reaction SMILES: Br[C:2]1[C:14]2[C:13]3[C:8](=[CH:9][C:10]([C:15]([OH:18])([CH3:17])[CH3:16])=[CH:11][CH:12]=3)[NH:7][C:6]=2[C:5]([C:19]([NH2:21])=[O:20])=[CH:4][C:3]=1[F:22].[F:23][C:24]1[CH:25]=[CH:26][CH:27]=[C:28]2[C:33]=1[N:32]([CH3:34])[C:31](=[O:35])[N:30]([C:36]1[CH:41]=[CH:40][CH:39]=[C:38](B3OC(C)(C)C(C)(C)O3)[C:37]=1[CH3:51])[C:29]2=[O:52].C([O-])([O-])=O.[Cs+].[Cs+]>O1CCOCC1.O.CCOC(C)=O.C1C=CC(P(C2C=CC=CC=2)[C-]2C=CC=C2)=CC=1.C1C=CC(P(C2C=CC=CC=2)[C-]2C=CC=C2)=CC=1.Cl[Pd]Cl.[Fe+2].C(Cl)Cl>[F:22][C:3]1[CH:4]=[C:5]([C:19]([NH2:21])=[O:20])[C:6]2[NH:7][C:8]3[C:13]([C:14]=2[C:2]=1[C:38]1[CH:39]=[CH:40][CH:41]=[C:36]([N:30]2[C:29](=[O:52])[C:28]4[C:33](=[C:24]([F:23])[CH:25]=[CH:26][CH:27]=4)[N:32]([CH3:34])[C:31]2=[O:35])[C:37]=1[CH3:51])=[CH:12][CH:11]=[C:10]([C:15]([OH:18])([CH3:17])[CH3:16])[CH:9]=3 |f:2.3.4,8.9.10.11.12|. Procedure details: A mixture of 4-bromo-3-fluoro-7-(2-hydroxypropan-2-yl)-9H -carbazole-1-carboxamide [Intermediate 27] (0.080 g, 0.219 mmol), 8-fluoro-1-methyl-3-(S)-(2-methyl-3-(4,4,5,5-tetramethyl-1,3,2-dioxaborolan-2-yl)phenyl)quinazoline-2,4(1H,3H)-dione [Intermediate 2] (0.094 g, 0.230 mmol), PdCl2(dppf) DCM adduct (9.0 mg, 11.0 μmol) and Cs2CO3 (0.143 g, 0.438 mmol) in dioxane (8.0 mL) and water (2.0 mL) was heated at 100° C. overnight. The cooled mixture was diluted with EtOAc and filtered. The filtrate wa...